This data is from the Open Reaction Database (ORD), a public repository of structured organic reaction records. The task is: describe an organic reaction: reactants, conditions, products, and yield Starting materials: ice water, C(C)C1=CC2=C(N=C3N(C2=O)C=C(C=C3)C#N)S1 (2-ethyl-4-oxo-4H-pyrido[1,2-a]-thieno[2,3-d]pyrimidine-7-carbonitrile), [N-]=[N+]=[N-].[Na+] (sodium azide), [Cl-].[NH4+] (ammonium chloride), Cl (hydrochloric acid). Run in CN(C=O)C (dimethylformamide). Run at temperature 100 celsius. The product is C(C)C1=CC2=C(N=C3N(C2=O)C=C(C=C3)C3=NN=NN3)S1 (2-Ethyl-7-(1H-tetrazol-5-yl)-4H-pyrido[1,2-a]thieno[2,3-d]pyrimidin-4-one). As a reaction SMILES: [CH2:1]([C:3]1[S:18][C:6]2[N:7]=[C:8]3[CH:15]=[CH:14][C:13]([C:16]#[N:17])=[CH:12][N:9]3[C:10](=[O:11])[C:5]=2[CH:4]=1)[CH3:2].[N-:19]=[N+:20]=[N-:21].[Na+].[Cl-].[NH4+].Cl>CN(C)C=O>[CH2:1]([C:3]1[S:18][C:6]2[N:7]=[C:8]3[CH:15]=[CH:14][C:13]([C:16]4[NH:21][N:20]=[N:19][N:17]=4)=[CH:12][N:9]3[C:10](=[O:11])[C:5]=2[CH:4]=1)[CH3:2] |f:1.2,3.4|. Procedure: A mixture of 0.65 g (0.0026 mol) of 2-ethyl-4-oxo-4H-pyrido[1,2-a]thieno[2,3-d]pyrimidine-7-carbonitrile (Example 28), 0.56 g (0.0086 mol) of sodium azide and 0.51 g (0.0095 mol) of ammonium chloride in 80 ml of dimethylformamide is heated at 100° C. for twenty-four hours. The reaction mixture is cooled, poured into 900 ml of ice water and acidified with concentrated hydrochloric acid. The resulting precipitate of 2-ethyl-7-(1-Htetrazol-5-yl)-4H-pyrido[1,2-a]thieno[2,3-d]pyrimidin-4-one, 0.2 g, ... The reactants are N[C@@H]1[C@@H](CCC1)C(=O)O ((1R,2S)-2-aminocyclopentanecarboxylic acid), Cl (HCl), CO (methanol). Run in O1CCOCC1 (dioxane). Yields the product N[C@@H]1[C@@H](CCC1)C(=O)OC ((1R,2S)-methyl 2-aminocyclopentanecarboxylate). RXN SMILES: [NH2:1][C@H:2]1[CH2:6][CH2:5][CH2:4][C@H:3]1[C:7]([OH:9])=[O:8].Cl.[CH3:11]O>O1CCOCC1>[NH2:1][C@H:2]1[CH2:6][CH2:5][CH2:4][C@H:3]1[C:7]([O:9][CH3:11])=[O:8]. Procedure: To a solution of (1R,2S)-2-aminocyclopentanecarboxylic acid (0.15 g, 0.9 mmol) in methanol (5 mL) was added 4N HCl in dioxane (1 mL) and the reaction mixture was stirred at reflux overnight. The reaction mixture was concentrated in vacuo to afford an oil which was used directly for the next step. Reactants: [H-].[Na+] (NaH), CN1C(N(C(C2=C1C(=CN2)C)=O)C)=O (1,3,7-Trimethyl-1H-pyrrolo[3,2-d]pyrimidine-2,4(3H,5H)-dione), BrCC(=O)NC=1SC=C(N1)C1=CC(=C(C(=C1)F)OCCC(C)C)F (2-bromo-N-{4-[3,5-difluoro-4-(3-methylbutoxy)phenyl]-1,3-thiazol-2-yl}acetamide). Solvent: CN(C)C=O (DMF). The product is FC=1C=C(C=C(C1OCCC(C)C)F)C=1N=C(SC1)NC(CN1C=CC=2N(C(N(C(C21)=O)C)=O)C)=O (N-{4-[3,5-Difluoro-4-(3-methylbutoxy)phenyl]-1,3-thiazol-2-yl}-2-(1,3-dimethyl-2,4-dioxo-1,2,3,4-tetrahydro-5H-pyrrolo[3,2-d]pyrimidin-5-yl)acetamide), product. RXN SMILES: [CH3:1][N:2]1[C:7]2[C:8](C)=[CH:9][NH:10][C:6]=2[C:5](=[O:12])[N:4]([CH3:13])[C:3]1=[O:14].Br[CH2:16][C:17]([NH:19][C:20]1[S:21][CH:22]=[C:23]([C:25]2[CH:30]=[C:29]([F:31])[C:28]([O:32][CH2:33][CH2:34][CH:35]([CH3:37])[CH3:36])=[C:27]([F:38])[CH:26]=2)[N:24]=1)=[O:18].[H-].[Na+]>CN(C=O)C>[F:38][C:27]1[CH:26]=[C:25]([C:23]2[N:24]=[C:20]([NH:19][C:17](=[O:18])[CH2:16][N:10]3[C:6]4[C:5](=[O:12])[N:4]([CH3:13])[C:3](=[O:14])[N:2]([CH3:1])[C:7]=4[CH:8]=[CH:9]3)[S:21][CH:22]=2)[CH:30]=[C:29]([F:31])[C:28]=1[O:32][CH2:33][CH2:34][CH:35]([CH3:37])[CH3:36] |f:2.3|. Reported procedure: The title compound was prepared according to the general procedure (Method A) by coupling Intermediate 1 (50 mg, 0.279 mmol) with 2-bromo-N-{4-[3,5-difluoro-4-(3-methylbutoxy)phenyl]-1,3-thiazol-2-yl}acetamide (140 mg, 0.334 mmol) in the presence of NaH (16 mg, 0.666 mmol) in dry DMF (5.0 mL) to give 75 mg of the product as an off-white solid; 1H NMR (δ ppm, DMSO-d6, 300 MHz) 0.92 (d, J=6.6 Hz, 6H), 1.60 (d, J=6.3 Hz, 2H), 1.75-1.85 (m, 1H), 3.17 (s, 3H), 3.39 (s, 3H), 4.15 (d, J=6.3 Hz, 2H), 5.... The reactants are ClC1=C(C=C(C(=O)O)C=C1)I (4-chloro-3-iodobenzoic acid), CO (methanol). The solvent is C1CCOC1 (THF). Run at time 2 hour. The product is ClC1=C(C=C(CO)C=C1)I (4-chloro-3-iodobenzyl alcohol). Isolated yield 86.4%. Reaction SMILES: [Cl:1][C:2]1[CH:10]=[CH:9][C:5]([C:6](O)=[O:7])=[CH:4][C:3]=1[I:11].CO>C1COCC1>[Cl:1][C:2]1[CH:10]=[CH:9][C:5]([CH2:6][OH:7])=[CH:4][C:3]=1[I:11]. Procedure details: Borane-THF complex (10 ml) was added dropwise over 20 minutes to a solution of 4-chloro-3-iodobenzoic acid (1.4 g) in THF (25 ml). The reaction mixture was stirred for 2 hours and then cooled (ice bath) and methanol (20 ml) was added cautiously. The solvent was removed and the residue was dissolved in methanol (10 ml) and stirred with aq. 2M sodium hydroxide (10 ml) for 2 hours. Ethyl acetate (50 ml) was added and the mixture was washed with saturated aq. sodium bicarbonate solution (50 ml). The... The reactants are ClC=1C=C2C(=NC1C1=CC=C(C=C1)B1OC(C(O1)(C)C)(C)C)N(C(=N2)O[C@@H]2CO[C@H]1[C@@H]2OC[C@H]1O)COCC[Si](C)(C)C ((3R,3aR,6R,6aR)-6-(6-chloro-5-(4-(4,4,5,5-tetramethyl-1,3,2-dioxaborolan-2-yl)phenyl)-3-(2-trimethylsilanyl-ethoxymethyl)-3H-imidazo[4,5-b]pyridin-2-yloxy)hexahydrofuro[3,2-b]furan-3-ol), N1(CCC1)S(=NC1=CC=C(C=C1)Br)(=O)C (N-[azetidin-1-yl(methyl)oxo-λ6-sulfanylidene]-4-bromoaniline), Intermediate 3. Yields the product N1(CCC1)S(=O)(C)=NC1=CC=C(C=C1)C1=CC=C(C=C1)C1=C(C=C2C(=N1)N(C(=N2)O[C@@H]2CO[C@H]1[C@@H]2OC[C@H]1O)COCC[Si](C)(C)C)Cl ((3R,3aR,6R,6aR)-6-({5-[4-(4-{[Azetidin-1-yl(methyl)oxo-λ6-sulfanylidene]-amino}phenyl)phenyl]-6-chloro-3-{[2-(trimethylsilyl)ethoxy]methyl}imidazo[4,5-b]pyridin-2-yl}oxy)-hexahydrofuro[3,2-b]furan-3-ol). RXN SMILES: [Cl:1][C:2]1[CH:3]=[C:4]2[N:25]=[C:24]([O:26][C@H:27]3[C@H:31]4[O:32][CH2:33][C@@H:34]([OH:35])[C@H:30]4[O:29][CH2:28]3)[N:23]([CH2:36][O:37][CH2:38][CH2:39][Si:40]([CH3:43])([CH3:42])[CH3:41])[C:5]2=[N:6][C:7]=1[C:8]1[CH:13]=[CH:12][C:11](B2OC(C)(C)C(C)(C)O2)=[CH:10][CH:9]=1.[N:44]1([S:48]([CH3:58])(=[O:57])=[N:49][C:50]2[CH:55]=[CH:54][C:53](Br)=[CH:52][CH:51]=2)[CH2:47][CH2:46][CH2:45]1>>[N:44]1([S:48](=[N:49][C:50]2[CH:55]=[CH:54][C:53]([C:11]3[CH:12]=[CH:13][C:8]([C:7]4[N:6]=[C:5]5[N:23]([CH2:36][O:37][CH2:38][CH2:39][Si:40]([CH3:42])([CH3:41])[CH3:43])[C:24]([O:26][C@H:27]6[C@H:31]7[O:32][CH2:33][C@@H:34]([OH:35])[C@H:30]7[O:29][CH2:28]6)=[N:25][C:4]5=[CH:3][C:2]=4[Cl:1])=[CH:9][CH:10]=3)=[CH:52][CH:51]=2)([CH3:58])=[O:57])[CH2:45][CH2:46][CH2:47]1. Procedure details: The title compound is prepared from (3R,3aR,6R,6aR)-6-(6-chloro-5-(4-(4,4,5,5-tetramethyl-1,3,2-dioxaborolan-2-yl)phenyl)-3-(2-trimethylsilanyl-ethoxymethyl)-3H-imidazo[4,5-b]pyridin-2-yloxy)hexahydrofuro[3,2-b]furan-3-ol and N-[azetidin-1-yl(methyl)oxo-λ6-sulfanylidene]-4-bromoaniline following a procedure analogous to that described for Intermediate 3 (Step 3). LC (method 1): tR=1.12 min; Mass spectrum (ESI+): m/z=712 [M+H]+. Starting materials: Oc1cc(Br)cc(Br)c1, CCN(CC)C(=S)Cl, CN1CCCC1=O, [H-], [Na+]. The product is CCN(CC)C(=S)Oc1cc(Br)cc(Br)c1. As a reaction SMILES: [Br:1][c:2]1[cH:3][c:4]([OH:9])[cH:5][c:6]([Br:8])[cH:7]1.[CH2:10]([CH3:11])[N:12]([C:13](=[S:14])[Cl:15])[CH2:16][CH3:17].[CH3:20][N:21]1[CH2:22][CH2:23][CH2:24][C:25]1=[O:26].[H-:18].[Na+:19]>>[Br:1][c:2]1[cH:3][c:4]([O:9][C:13]([N:12]([CH2:10][CH3:11])[CH2:16][CH3:17])=[S:14])[cH:5][c:6]([Br:8])[cH:7]1. Reactants: OC1=NC(=C2N=C(N(C2=N1)C1=CC=CC=C1)S)O (2,6-dihydroxy-9-phenyl-8-purinethiol). Reagents/catalysts: [Ni] (Raney nickel). The solvent is [OH-].[Na+] (sodium hydroxide). Conditions: temperature 120 celsius. The product is OC1=NC(=C2N=CN(C2=N1)C1=CC=CC=C1)O (2,6-dihydroxy-9-phenylpurine). Isolated yield 37.6%. RXN SMILES: [OH:1][C:2]1[N:10]=[C:9]2[C:5]([N:6]=[C:7](S)[N:8]2[C:11]2[CH:16]=[CH:15][CH:14]=[CH:13][CH:12]=2)=[C:4]([OH:18])[N:3]=1>[OH-].[Na+].[Ni]>[OH:1][C:2]1[N:10]=[C:9]2[C:5]([N:6]=[CH:7][N:8]2[C:11]2[CH:16]=[CH:15][CH:14]=[CH:13][CH:12]=2)=[C:4]([OH:18])[N:3]=1 |f:1.2|. Procedure details: 10 g of 2,6-dihydroxy-9-phenyl-8-purinethiol was dissolved in about 100 ml 1N sodium hydroxide followed by addition of about 30 g Raney nickel. Slight foaming occurred. The reaction was slowly heated to reflux (oil bath about 120° C.). After 1.5 hours the reaction was filtered. The filtrate was cooled to about 4° C. and filtered. The white solid was dissolved in hot water treated with charcoal, filtered and treated with concentrated hydrochloric acid to produce a white precipitate. This was filt... Starting materials: equimolar mixture, [NH2-].[Na+] (sodium amide), O1CCCC1 (tetrahydrofuran), ClC1=CC=CC2=C1C(N1[C@H](C=3N2C=NC3C=O)CC1)=O ((S)-8-chloro-12,12a-dihydro-9-oxo-9H,11H-azeto[2,1-c]imidazo[1,5-a][1,4]benzodiazepine-1-carboxaldehyde). Reagents/catalysts: [Br-].C[P+](C1=CC=CC=C1)(C1=CC=CC=C1)C1=CC=CC=C1 (methyltriphenylphosphonium bromide). Reaction conditions: time 1 hour. Yields the product ClC1=CC=CC2=C1C(N1[C@H](C=3N2C=NC3C=C)CC1)=O ((S)-8-chloro-12,12a-dihydro-1-vinyl-9H,11H-azeto[2,1-c]imidazo[1,5-a][1,4]benzodiazepin-9-one). Reaction SMILES: [NH2-].[Na+].[Cl:3][C:4]1[C:9]2[C:10](=[O:22])[N:11]3[CH2:21][CH2:20][C@H:12]3[C:13]3[N:14]([CH:15]=[N:16][C:17]=3[CH:18]=O)[C:8]=2[CH:7]=[CH:6][CH:5]=1.O1CCC[CH2:24]1>[Br-].C[P+](C1C=CC=CC=1)(C1C=CC=CC=1)C1C=CC=CC=1>[Cl:3][C:4]1[C:9]2[C:10](=[O:22])[N:11]3[CH2:21][CH2:20][C@H:12]3[C:13]3[N:14]([CH:15]=[N:16][C:17]=3[CH:18]=[CH2:24])[C:8]=2[CH:7]=[CH:6][CH:5]=1 |f:0.1,4.5|. Procedure: 8.70 g of an equimolar mixture of methyltriphenylphosphonium bromide and sodium amide were stirred for 20 minutes in 60 ml of tetrahydrofuran. 6 g (20 mmol) of (S)-8-chloro-12,12a-dihydro-9-oxo-9H,11H-azeto[2,1-c]imidazo[1,5-a][1,4]benzodiazepine-1-carboxaldehyde was then added portionwise thereto and the mixture was stirred for a further 1 hour. The mixture was subsequently filtered and the filtrate was evaporated. After chromatography of the residue on silica gel while eluting with cyclohexane...